From a dataset of the Open Reaction Database (ORD), a public repository of structured organic reaction records. describe an organic reaction: reactants, conditions, products, and yield Starting materials: Compound B3, C(#N)C1=CC=C2C=3C(C4=C(C(C3NC2=C1)(C)C)C=C(C=C4)C(=O)O)=O (3-cyano-6,6-dimethyl-11-oxo-6,11-dihydro-5H-benzo[b]carbazol-8-carboxylic acid), NC(CO)CO (2-aminopropane-1,3-diol). The product is OCC(CO)NC(=O)C=1C=CC2=C(C(C=3NC4=CC(=CC=C4C3C2=O)C#N)(C)C)C1 (3-Cyano-6,6-dimethyl-11-oxo-6,11-dihydro-5H-benzo[b]carbazol-8-carboxylic acid (2-hydroxy-1-hydroxymethyl-ethyl)-amide). Reaction SMILES: [C:1]([C:3]1[CH:15]=[C:14]2[C:6]([C:7]3[C:8](=[O:25])[C:9]4[CH:21]=[CH:20][C:19]([C:22]([OH:24])=O)=[CH:18][C:10]=4[C:11]([CH3:17])([CH3:16])[C:12]=3[NH:13]2)=[CH:5][CH:4]=1)#[N:2].[NH2:26][CH:27]([CH2:30][OH:31])[CH2:28][OH:29]>>[OH:29][CH2:28][CH:27]([NH:26][C:22]([C:19]1[CH:20]=[CH:21][C:9]2[C:8](=[O:25])[C:7]3[C:6]4[C:14](=[CH:15][C:3]([C:1]#[N:2])=[CH:4][CH:5]=4)[NH:13][C:12]=3[C:11]([CH3:17])([CH3:16])[C:10]=2[CH:18]=1)=[O:24])[CH2:30][OH:31]. Procedure: Under the same conditions as the method for synthesizing Compound B3-15, the title compound was prepared from Compound B2-28 and 2-aminopropane-1,3-diol.